Dataset: the Open Reaction Database (ORD), a public repository of structured organic reaction records. Task: describe an organic reaction: reactants, conditions, products, and yield Reactants: FC(F)(F)c1cc(Br)ccc1Cl, O=C([O-])[O-], Cc1cnc(Cl)nc1N, [Cs+], [Cs+], C1COCCO1, CN(C)C=O, O=C(C=Cc1ccccc1)C=Cc1ccccc1, O=C(C=Cc1ccccc1)C=Cc1ccccc1, O=C(C=Cc1ccccc1)C=Cc1ccccc1, [Pd], [Pd]. Yields the product Cc1cnc(Cl)nc1Nc1ccc(Cl)c(C(F)(F)F)c1. Reaction SMILES: [Br:10][c:11]1[cH:12][c:13]([C:18]([F:19])([F:20])[F:21])[c:14]([Cl:17])[cH:15][cH:16]1.[C:22](=[O:23])([O-:24])[O-:25].[Cl:1][c:2]1[n:3][cH:4][c:5]([CH3:9])[c:6]([NH2:8])[n:7]1.[Cs+:26].[Cs+:27].[O:28]1[CH2:29][CH2:30][O:31][CH2:32][CH2:33]1.[O:34]=[CH:35][N:36]([CH3:37])[CH3:38].[O:41]=[C:42]([CH:43]=[CH:44][c:45]1[cH:46][cH:47][cH:48][cH:49][cH:50]1)[CH:51]=[CH:52][c:53]1[cH:54][cH:55][cH:56][cH:57][cH:58]1.[O:59]=[C:60]([CH:61]=[CH:62][c:63]1[cH:64][cH:65][cH:66][cH:67][cH:68]1)[CH:69]=[CH:70][c:71]1[cH:72][cH:73][cH:74][cH:75][cH:76]1.[O:77]=[C:78]([CH:79]=[CH:80][c:81]1[cH:82][cH:83][cH:84][cH:85][cH:86]1)[CH:87]=[CH:88][c:89]1[cH:90][cH:91][cH:92][cH:93][cH:94]1.[Pd:39].[Pd:40]>>[Cl:1][c:2]1[n:3][cH:4][c:5]([CH3:9])[c:6]([NH:8][c:11]2[cH:12][c:13]([C:18]([F:19])([F:20])[F:21])[c:14]([Cl:17])[cH:15][cH:16]2)[n:7]1.